Dataset: the Open Reaction Database (ORD), a public repository of structured organic reaction records. Task: describe an organic reaction: reactants, conditions, products, and yield Starting materials: S(=O)(=O)(OC)OC (dimethyl sulfate), [OH-].[Na+] (sodium hydroxide), NC(=S)N (thiourea), ClC(=O)OC (methyl chloroformate). Solvent: C(Cl)Cl (methylene chloride), O (water). Run at temperature 20 celsius, time 3 minute. The product is COC(=O)NC(SC)=N (N-(Methoxycarbonyl)-S-methylisothiourea). RXN SMILES: S(OC)(O[CH3:5])(=O)=O.[NH2:8][C:9]([NH2:11])=[S:10].Cl[C:13]([O:15][CH3:16])=[O:14].[OH-].[Na+]>C(Cl)Cl.O>[CH3:16][O:15][C:13]([NH:8][C:9](=[NH:11])[S:10][CH3:5])=[O:14] |f:3.4|. Reported procedure: 5 ml. of water and 1.9 ml. of dimethyl sulfate were added to 1.52 g. of thiourea (20 mmol). The mixture was stirred for about 3 mins. (until the initial heat evolution had subsided). The clear solution was then heated on a steam bath for 1 hour with stirring. The solution was cooled to about 20° C. and surrounded by a water bath (18° -22° C.). Freshly distilled methyl chloroformate (3.1 ml., 40 mmol) was added all at once followed by dropwise addition of 25 ml. of 10% aqueous sodium hydroxide ov...